From a dataset of the Open Reaction Database (ORD), a public repository of structured organic reaction records. describe an organic reaction: reactants, conditions, products, and yield The reactants are CC=CC(=O)NC(=O)OC(C)(C)C, Cc1cn(-c2ccc(N)cc2)cn1, CC#N, O=[N+]([O-])[O-], O=[N+]([O-])[O-], O=[N+]([O-])[O-], O, O, O, O, O, O, [Y+3]. Product: Cc1cn(-c2ccc(NC(C)CC(=O)NC(=O)OC(C)(C)C)cc2)cn1. As a reaction SMILES: [C:14]([CH:15]=[CH:16][CH3:17])(=[O:18])[NH:19][C:20]([O:21][C:22]([CH3:23])([CH3:24])[CH3:25])=[O:26].[CH3:1][c:2]1[n:3][cH:4][n:5](-[c:7]2[cH:8][cH:9][c:10]([NH2:11])[cH:12][cH:13]2)[cH:6]1.[CH3:27][C:28]#[N:29].[N+:36]([O-:37])([O-:38])=[O:39].[N+:41]([O-:42])([O-:43])=[O:44].[N+:45]([O-:46])([O-:47])=[O:48].[OH2:30].[OH2:31].[OH2:32].[OH2:33].[OH2:34].[OH2:35].[Y+3:40]>>[CH3:1][c:2]1[n:3][cH:4][n:5](-[c:7]2[cH:8][cH:9][c:10]([NH:11][CH:16]([CH2:15][C:14](=[O:18])[NH:19][C:20]([O:21][C:22]([CH3:23])([CH3:24])[CH3:25])=[O:26])[CH3:17])[cH:12][cH:13]2)[cH:6]1. Starting materials: C(C)(C)NC1=NC2=CC=C(C=C2C=C1C=O)OC (2-(isopropylamino)-6-methoxyquinoline-3-carbaldehyde), C(C)(C)NC1=NC2=CC=C(C=C2C=C1C=O)OC (2-(Isopropylamino)-6-methoxyquinoline-3-carbaldehyde), sodium borohydride NaBH4. Solvent: C1CCOC1 (THF). Run at time 8 hour. The product is C(C)(C)NC1=NC2=CC=C(C=C2C=C1CO)OC ((2-(Isopropylamino)-6-methoxyquinolin-3-yl)methanol). The yield is 93.0%. Reaction SMILES: [CH:1]([NH:4][C:5]1[C:14]([CH:15]=[O:16])=[CH:13][C:12]2[C:7](=[CH:8][CH:9]=[C:10]([O:17][CH3:18])[CH:11]=2)[N:6]=1)([CH3:3])[CH3:2]>C1COCC1>[CH:1]([NH:4][C:5]1[C:14]([CH2:15][OH:16])=[CH:13][C:12]2[C:7](=[CH:8][CH:9]=[C:10]([O:17][CH3:18])[CH:11]=2)[N:6]=1)([CH3:3])[CH3:2]. Reported procedure: To a stirred solution of 2-(isopropylamino)-6-methoxyquinoline-3-carbaldehyde SLA 28186 (1.55 g, 6.35 mmol) in THF (100 mL) in a 250 mL round-bottomed flask equipped with a magnetic stirrer was added sodium borohydride NaBH4 (0.24 g, 6.35 mmol) and the mixture was stirred for overnight at RT then cooled in an ice bath before quenching by addition of a 1 N aq. HCl solution (40 mL). After stirring for 15 min at that temperature, the mixture was basified to pH=9 with a 2 N aq. NaOH solution. THF wa... The reactants are NC=1C=CC(=C(C1)C1=CC=C(C=C1)C(=O)NCC1CC1)C (5′-amino-N-(cyclopropylmethyl)-2′-methyl-1,1′-biphenyl-4-carboxamide), NC=1C=C(C(=O)O)C=CN1 (2-aminoisonicotinic acid). Product: NC=1C=C(C(=O)NC=2C=C(C(=CC2)C)C2=CC=C(C=C2)C(=O)NCC2CC2)C=CN1 (2-Amino-N-(4′-{[(cyclopropylmethyl)amino]carbonyl}-6-methyl-1,1′-biphenyl-3-yl)isonicotinamide). As a reaction SMILES: [NH2:1][C:2]1[CH:3]=[CH:4][C:5]([CH3:21])=[C:6]([C:8]2[CH:13]=[CH:12][C:11]([C:14]([NH:16][CH2:17][CH:18]3[CH2:20][CH2:19]3)=[O:15])=[CH:10][CH:9]=2)[CH:7]=1.[NH2:22][C:23]1[CH:24]=[C:25]([CH:29]=[CH:30][N:31]=1)[C:26](O)=[O:27]>>[NH2:22][C:23]1[CH:24]=[C:25]([CH:29]=[CH:30][N:31]=1)[C:26]([NH:1][C:2]1[CH:7]=[C:6]([C:8]2[CH:13]=[CH:12][C:11]([C:14]([NH:16][CH2:17][CH:18]3[CH2:20][CH2:19]3)=[O:15])=[CH:10][CH:9]=2)[C:5]([CH3:21])=[CH:4][CH:3]=1)=[O:27]. Reported procedure: 2-Amino-N-(4′-{[(cyclopropylmethyl)amino]carbonyl}-6-methyl-1,1′-biphenyl-3-yl)isonicotinamide was prepared from 5′-amino-N-(cyclopropylmethyl)-2′-methyl-1,1′-biphenyl-4-carboxamide and 2-aminoisonicotinic acid using method B. NMR; δH CDCl3 8.20,(1H, d), 7.93,(1H, s), 7.82,(2H, d), 7.60,(1H, d), 7.46,(1H, s), 7.39,(2H,d), 7.30-7.26,(2H, m), 6.96,(1H, s), 6.29,(1H, b), 4.67,(2H, s), 3.34,(2H, m), 2.24,(3H, s), 1.08,(1H, m), 0.59,(2H, m), 0.30,(2H, m). LCMS: retention time 2.75 min, MH+401. Starting materials: solution, C[Si](C)(C)[N-][Si](C)(C)C.[Na+] (sodium bis(trimethylsilyl)amide), C1(=CC=CC=C1)[C@H]1[C@H](OC(CN1C(=O)OC(C)(C)C)=O)C1=CC=CC=C1 ((5S,6R)-5,6-diphenyl-4-tert-butoxycarbonyl-morpholin-2-one), ClCCCCCI (1-chloro-5-iodo-pentane), CN(C)P(=O)(N(C)C)N(C)C (HMPA). The solvent is C1CCOC1 (THF), C1CCOC1 (THF), CCOC(=O)C (EtOAc). Conditions: temperature -78 celsius, time 1 hour. Product: C(C)(C)(C)OC(=O)N1[C@H](C(O[C@@H]([C@@H]1C1=CC=CC=C1)C1=CC=CC=C1)=O)CCCCCCl ((3S,5S,6R)-3-(5-Chloro-pentyl)-2-oxo-5,6-diphenyl-morpholine-4-carboxylic acid tert-butyl ester). Reaction SMILES: C[Si]([N-][Si](C)(C)C)(C)C.[Na+].[C:11]1([C@@H:17]2[N:22]([C:23]([O:25][C:26]([CH3:29])([CH3:28])[CH3:27])=[O:24])[CH2:21][C:20](=[O:30])[O:19][C@@H:18]2[C:31]2[CH:36]=[CH:35][CH:34]=[CH:33][CH:32]=2)[CH:16]=[CH:15][CH:14]=[CH:13][CH:12]=1.[Cl:37][CH2:38][CH2:39][CH2:40][CH2:41][CH2:42]I.CN(P(N(C)C)(N(C)C)=O)C>C1COCC1.CCOC(C)=O>[C:26]([O:25][C:23]([N:22]1[C@@H:17]([C:11]2[CH:12]=[CH:13][CH:14]=[CH:15][CH:16]=2)[C@@H:18]([C:31]2[CH:32]=[CH:33][CH:34]=[CH:35][CH:36]=2)[O:19][C:20](=[O:30])[C@@H:21]1[CH2:42][CH2:41][CH2:40][CH2:39][CH2:38][Cl:37])=[O:24])([CH3:29])([CH3:27])[CH3:28] |f:0.1|. Procedure: A 1.0M solution of sodium bis(trimethylsilyl)amide in THF (55.0 mL, 55.2 mmol) is added at −78° C. to a solution of (5S,6R)-5,6-diphenyl-4-tert-butoxycarbonyl-morpholin-2-one (13.0 g, 36.8 mmol), 1-chloro-5-iodo-pentane (25.0 g, 108.0 mmol) and HMPA (55.0 mL) in THF (200.0 mL). The reaction mixture is stirred at −78° C. for 2 hours and at room temperature for 1 hour. The reaction mixture is diluted with EtOAc, washed with water and brine. After drying the organic phase over anhydrous Na2SO4, the... The reactants are CC(=O)[O-], CC(=O)O, [NH4+], CC(=O)CC(=O)OC(C)C(F)(F)F, O. Product: CC(N)=CC(=O)OC(C)C(F)(F)F. RXN SMILES: [CH3:15][C:16](=[O:17])[O-:18].[CH3:19][C:20](=[O:21])[OH:22].[NH4+:14].[O:1]=[C:2]([CH2:3][C:4](=[O:5])[O:6][CH:7]([C:8]([F:9])([F:10])[F:11])[CH3:12])[CH3:13].[OH2:23]>>[C:2](=[CH:3][C:4](=[O:5])[O:6][CH:7]([C:8]([F:9])([F:10])[F:11])[CH3:12])([CH3:13])[NH2:14]. The reactants are C[C@H]1[C@@H](CN(C1)CC=1C=NC(=NC1)C)C=1NC(C2=C(N1)N(N=C2)C2CCOCC2)=O (6-{(3S,4S)-4-methyl-1-[(2-methylpyrimidin-5-yl)methyl]pyrrolidin-3-yl}-1-(tetrahydro-2H-pyran-4-yl)-1,5-dihydro-4H-pyrazolo[3,4-d]pyrimidin-4-one), N=1SN=C2C1C=CC(=C2)C=O (benzo[c][1,2,5]thiadiazole-5-carbaldehyde). Yields the product N=1SN=C2C1C=CC(=C2)CN2C[C@H]([C@@H](C2)C)C=2NC(C1=C(N2)N(N=C1)C1CCOCC1)=O (6-[(3S,4S)-1-(2,1,3-benzothiadiazol-5-ylmethyl)-4-methylpyrrolidin-3-yl]-1-(tetrahydro-2H-pyran-4-yl)-1,5-dihydro-4H-pyrazolo[3,4-d]pyrimidin-4-one). As a reaction SMILES: [CH3:1][C@@H:2]1[CH2:6][N:5]([CH2:7][C:8]2[CH:9]=NC(C)=NC=2)[CH2:4][C@H:3]1[C:15]1[NH:16][C:17](=[O:30])[C:18]2[CH:23]=[N:22][N:21]([CH:24]3[CH2:29][CH2:28][O:27][CH2:26][CH2:25]3)[C:19]=2[N:20]=1.[N:31]1[S:32][N:33]=[C:34]2[CH:39]=C(C=O)C=[CH:36][C:35]=12>>[N:31]1[S:32][N:33]=[C:34]2[CH:39]=[C:8]([CH2:7][N:5]3[CH2:6][C@@H:2]([CH3:1])[C@H:3]([C:15]4[NH:16][C:17](=[O:30])[C:18]5[CH:23]=[N:22][N:21]([CH:24]6[CH2:29][CH2:28][O:27][CH2:26][CH2:25]6)[C:19]=5[N:20]=4)[CH2:4]3)[CH:9]=[CH:36][C:35]=12. Reported procedure: Following the procedure for the preparation of 6-{(3S,4S)-4-methyl-1-[(2-methylpyrimidin-5-yl)methyl]pyrrolidin-3-yl}-1-(tetrahydro-2H-pyran-4-yl)-1,5-dihydro-4H-pyrazolo[3,4-d]pyrimidin-4-one but substituting benzo[c][1,2,5]thiadiazole-5-carbaldehyde provided the title compound. 400 MHz 1H NMR (CDCl3) δ 10.97 (brs, 1H), 8.02-8.00 (m, 2H), 7.86 (s, 1H), 7.77 (d, J=1.2 Hz, 1H), 4.81-4.75 (m, 1H), 4.12-4.06 (m, 2H), 3.96-3.92 (m, 1H), 3.81-3.78 (m, 1H), 3.60-3.52 (m, 2H), 3.38 (t, J=8.3 Hz, 1H), 3...